Dataset: the Open Reaction Database (ORD), a public repository of structured organic reaction records. Task: describe an organic reaction: reactants, conditions, products, and yield As a reaction SMILES: [Cl:1][C:2]1[CH:7]=[CH:6][C:5]([C:8]2[N:12]([CH:13]3[CH2:15][CH2:14]3)[C:11](=[O:16])[N:10]([CH:17]([CH3:21])[C:18]([OH:20])=O)[N:9]=2)=[CH:4][CH:3]=1.[C:22]1([C@@H:32]([NH2:34])[CH3:33])[C:31]2[C:26](=[CH:27][CH:28]=[CH:29][CH:30]=2)[CH:25]=[CH:24][CH:23]=1.C1C=CC2N(O)N=NC=2C=1.CCN=C=NCCCN(C)C.Cl>CN(C=O)C>[Cl:1][C:2]1[CH:3]=[CH:4][C:5]([C:8]2[N:12]([CH:13]3[CH2:14][CH2:15]3)[C:11](=[O:16])[N:10]([CH:17]([CH3:21])[C:18]([NH:34][C@H:32]([C:22]3[C:31]4[C:26](=[CH:27][CH:28]=[CH:29][CH:30]=4)[CH:25]=[CH:24][CH:23]=3)[CH3:33])=[O:20])[N:9]=2)=[CH:6][CH:7]=1 |f:3.4|. The reactants are C1(=CC=CC2=CC=CC=C12)[C@H](C)N ((1S)-1-(1-naphthyl)ethanamine), C=1C=CC2=C(C1)N=NN2O (HOBt), CCN=C=NCCCN(C)C.Cl (EDC hydrochloride), ClC1=CC=C(C=C1)C1=NN(C(N1C1CC1)=O)C(C(=O)O)C (rac-2-[3-(4-chlorophenyl)-4-cyclopropyl-5-oxo-4,5-dihydro-1H-1,2,4-triazol-1-yl]propionic acid). Procedure details: 100.0 mg (0.325 mmol) of 2-[3-(4-chlorophenyl)-4-cyclopropyl-5-oxo-4,5-dihydro-1H-1,2,4-triazol-1-yl]-propionic acid from Example 105A are placed in 2 ml of DMF and treated with 61.2 mg (0.357 mmol) of (1S)-1-(1-naphthyl)ethanamine, 52.7 mg (0.390 mmol) of HOBt and 81.0 mg (0.422 mmol) of EDC hydrochloride. The mixture is stirred overnight at room temperature, then partitioned between dichloromethane and water, and the organic phase is separated, dried over sodium sulphate and concentrated. The ... Reaction conditions: time 8 hour. Run in CN(C)C=O (DMF). Yields the product ClC1=CC=C(C=C1)C1=NN(C(N1C1CC1)=O)C(C(=O)N[C@@H](C)C1=CC=CC2=CC=CC=C12)C (2-[3-(4-chlorophenyl)-4-cyclopropyl-5-oxo-4,5-dihydro-1H-1,2,4-triazol-1-yl]-N-[(1S)-1-(1-naphthyl)ethyl]propionamide). Starting materials: CCOc1ccc2ccccc2c1C(=O)Cl, COc1ccc(-c2c[nH]c3ncccc23)cc1OC, [H-], [Na+], CN(C)C=O, O. Yields the product CCOc1ccc2ccccc2c1C(=O)n1cc(-c2ccc(OC)c(OC)c2)c2cccnc21. As a reaction SMILES: [CH2:22]([CH3:23])[O:24][c:25]1[c:26]([C:35](=[O:36])[Cl:37])[c:27]2[cH:28][cH:29][cH:30][cH:31][c:32]2[cH:33][cH:34]1.[CH3:1][O:2][c:3]1[cH:4][c:5](-[c:11]2[cH:12][nH:13][c:14]3[n:15][cH:16][cH:17][cH:18][c:19]23)[cH:6][cH:7][c:8]1[O:9][CH3:10].[H-:20].[Na+:21].[O:39]=[CH:40][N:41]([CH3:42])[CH3:43].[OH2:38]>>[CH3:1][O:2][c:3]1[cH:4][c:5](-[c:11]2[cH:12][n:13]([C:35]([c:26]3[c:25]([O:24][CH2:22][CH3:23])[cH:34][cH:33][c:32]4[c:27]3[cH:28][cH:29][cH:30][cH:31]4)=[O:36])[c:14]3[n:15][cH:16][cH:17][cH:18][c:19]23)[cH:6][cH:7][c:8]1[O:9][CH3:10].